This data is from the Open Reaction Database (ORD), a public repository of structured organic reaction records. The task is: describe an organic reaction: reactants, conditions, products, and yield Starting materials: C(CCC)NCCO (2-(n-butylamino)ethanol), ClC(=O)OCC (ethyl chloroformate). Run in C(Cl)Cl (methylene chloride). Reaction conditions: time 2 hour. Product: OCCN(C(OCC)=O)CCCC (ethyl (2-hydroxyethyl)-n-butylcarbamate). Reaction SMILES: [CH2:1]([NH:5][CH2:6][CH2:7][OH:8])[CH2:2][CH2:3][CH3:4].Cl[C:10]([O:12][CH2:13][CH3:14])=[O:11]>C(Cl)Cl>[OH:8][CH2:7][CH2:6][N:5]([CH2:1][CH2:2][CH2:3][CH3:4])[C:10](=[O:11])[O:12][CH2:13][CH3:14]. Procedure details: 117.2 g of 2-(n-butylamino)ethanol and placed in 300 ml of methylene chloride. Then 54.3 g of ethyl chloroformate are allowed to drop in during 1 hour at 30°-35° C. with ice-cooling. After stirring for an additional 2 hours, the methylene chloride is evaporated and the residue is distilled to yield pure ethyl (2-hydroxyethyl)-n-butylcarbamate; b.p. 112° C./0.1 Torr. Starting materials: CCOC(=O)Cl, [Na+], [OH-], O, O=C(O)c1cccc(O)c1, O=S(=O)(O)O. Product: CCOC(=O)Oc1cccc(C(=O)O)c1. As a reaction SMILES: [Cl:11][C:12](=[O:13])[O:14][CH2:15][CH3:16].[Na+:23].[OH-:22].[OH2:24].[OH:1][C:2](=[O:3])[c:4]1[cH:5][cH:6][cH:7][c:8]([OH:9])[cH:10]1.[S:17](=[O:18])(=[O:19])([OH:20])[OH:21]>>[OH:1][C:2](=[O:3])[c:4]1[cH:5][cH:6][cH:7][c:8]([O:9][C:12](=[O:13])[O:14][CH2:15][CH3:16])[cH:10]1. The reactants are ClC=1C(=CC2=C(NC(=N2)SCC(=O)OC(C)(C)C)C1)C1=CC=C(C=C1)C1=C(C=CC=C1)O (tert-butyl 2-(6-chloro-5-(2′-hydroxybiphenyl-4-yl)-1H-benzo[d]imidazol-2-ylthio)acetate). Run in C(=O)(C(F)(F)F)O (TFA), O (water). Yields the product ClC=1C(=CC2=C(NC(=N2)SCC(=O)O)C1)C1=CC=C(C=C1)C1=C(C=CC=C1)O (2-(6-chloro-5-(2′-hydroxybiphenyl-4-yl)-1H-benzo[d]imidazol-2-ylthio)acetic acid). RXN SMILES: [Cl:1][C:2]1[C:3]([C:20]2[CH:25]=[CH:24][C:23]([C:26]3[CH:31]=[CH:30][CH:29]=[CH:28][C:27]=3[OH:32])=[CH:22][CH:21]=2)=[CH:4][C:5]2[N:9]=[C:8]([S:10][CH2:11][C:12]([O:14]C(C)(C)C)=[O:13])[NH:7][C:6]=2[CH:19]=1>C(O)(C(F)(F)F)=O.O>[Cl:1][C:2]1[C:3]([C:20]2[CH:21]=[CH:22][C:23]([C:26]3[CH:31]=[CH:30][CH:29]=[CH:28][C:27]=3[OH:32])=[CH:24][CH:25]=2)=[CH:4][C:5]2[N:9]=[C:8]([S:10][CH2:11][C:12]([OH:14])=[O:13])[NH:7][C:6]=2[CH:19]=1. Procedure: A solution of tert-butyl 2-(6-chloro-5-(2′-hydroxybiphenyl-4-yl)-1H-benzo[d]imidazol-2-ylthio)acetate in TFA (0.9 mL) and water (0.1 mL) was stirred at room temperature for 2 h and concentrated. The resultant solid was purified with HPLC to afford the desired product. LCMS: calculated for C21H15ClN2O3S 410.05, observed m/e 411.0 (M+H)+. Reactants: ClC=1SC(=CC1[N+](=O)[O-])[N+](=O)[O-] (2-chloro-3,5-dinitrothiophene), C(C)NCC (diethylamine). Run in CO (methanol). The product is C(C)N(CC)C=1SC(=CC1[N+](=O)[O-])[N+](=O)[O-] (2-(N,N-diethylamino)-3,5-dinitrothiophene). Yield: 68.0%. RXN SMILES: Cl[C:2]1[S:3][C:4]([N+:10]([O-:12])=[O:11])=[CH:5][C:6]=1[N+:7]([O-:9])=[O:8].[CH2:13]([NH:15][CH2:16][CH3:17])[CH3:14]>CO>[CH2:13]([N:15]([C:2]1[S:3][C:4]([N+:10]([O-:12])=[O:11])=[CH:5][C:6]=1[N+:7]([O-:9])=[O:8])[CH2:16][CH3:17])[CH3:14]. Reported procedure: A solution of 8.9 g (0.042 mol) 2-chloro-3,5-dinitrothiophene, 6.2 g (0.084 mol) diethylamine and 100 ml methanol was heated under reflux for 1/2 hour. The reaction mixture was evaporated under reduced pressure, washed with water and extracted with ether. The ether extracts were dried and evaporated to give an oil. The oil was chromatographed on silica gel (30% ether-hexane eluant) to give 7.0 g of product as an amber oil. Elemental analysis for C8H11N3O4S showed: %S, calc. 13.05, found 13.05. Starting materials: C(C)(C)(C)OC(=O)N1C(OC[C@@H]1CC=O)(C)C ((S)-2,2-dimethyl-4-(2-oxo-ethyl)-oxazolidine-3-carboxylic acid tert-butyl ester), C(C)[Mg]Br (ethylmagnesium bromide). Solvent: C(C)OCC (diethyl ether), C(C)OCC (diethyl ether). Conditions: time 1 hour. Yields the product C(C)(C)(C)OC(=O)N1C(OCC1)(C)C (2,2-dimethyl-oxazolidine-3-carboxylic acid tert-butyl ester). Isolated yield 56.9%. RXN SMILES: [C:1]([O:5][C:6]([N:8]1[C@@H:12](CC=O)[CH2:11][O:10][C:9]1([CH3:17])[CH3:16])=[O:7])([CH3:4])([CH3:3])[CH3:2].C([Mg]Br)C>C(OCC)C>[C:1]([O:5][C:6]([N:8]1[CH2:12][CH2:11][O:10][C:9]1([CH3:17])[CH3:16])=[O:7])([CH3:4])([CH3:2])[CH3:3]. Procedure details: To a stirred solution of (S)-2,2-dimethyl-4-(2-oxo-ethyl)-oxazolidine-3-carboxylic acid tert-butyl ester (15.5 g; CAS 147959-19-1) in dry diethyl ether (100 ml) under an argon atmosphere at room temperature was added dropwise a solution of ethylmagnesium bromide in diethyl ether (42.6 ml, 3 M solution) and stirring continued for 1 hour. The reaction mixture was then quenched by careful addition of water (10 ml) and the mixture was then filtered through decalite. The filtrate was washed sequentia... Reactants: NC1=C(C(=NN1C1=C(C=C(C=C1Cl)C(F)(F)F)Cl)C#N)C=O (5-amino-1-[2,6-dichloro-4-(trifluoromethyl)phenyl]-4-formyl-1H-pyrazole-3-carbonitrile), BrN1C(CCC1=O)=O (N-bromosuccinimide), [OH-].[Na+] (sodium hydroxide), C(CS)S (1,2-ethanedithiol). Run in ClCCl (dichloromethane). Conditions: time 3.7 hour. Product: NC1=C(C(=NN1C1=C(C=C(C=C1Cl)C(F)(F)F)Cl)C#N)C1SCCS1 (5-amino-1-[2,6-dichloro-4-(trifluoromethyl)phenyl]-4-(1,3-dithiolan-2-yl)-1H-pyrazole-3-carbonitrile). The yield is 120.1%. As a reaction SMILES: [NH2:1][C:2]1[N:6]([C:7]2[C:12]([Cl:13])=[CH:11][C:10]([C:14]([F:17])([F:16])[F:15])=[CH:9][C:8]=2[Cl:18])[N:5]=[C:4]([C:19]#[N:20])[C:3]=1[CH:21]=O.BrN1C(=O)CCC1=O.[CH2:31]([SH:34])[CH2:32][SH:33].[OH-].[Na+]>ClCCl>[NH2:1][C:2]1[N:6]([C:7]2[C:12]([Cl:13])=[CH:11][C:10]([C:14]([F:17])([F:16])[F:15])=[CH:9][C:8]=2[Cl:18])[N:5]=[C:4]([C:19]#[N:20])[C:3]=1[CH:21]1[S:34][CH2:31][CH2:32][S:33]1 |f:3.4|. Reported procedure: To the solution of 5-amino-1-[2,6-dichloro-4-(trifluoromethyl)phenyl]-4-formyl-1H-pyrazole-3-carbonitrile (5.00 g, 13.7 mmol) in dichloromethane (100 mL) at room temperature was added N-bromosuccinimide (0.74 g, 4.1 mmol) followed by 1,2-ethanedithiol (1.98 g, 20.6 mmol). The resulting mixture was stirred at room temperature for 3.7 hr. It was then worked up by adding 2 N sodium hydroxide. The layers were separated and the organic layer was washed with brine and then dried (sodium sulfate). It w... Starting materials: CCCCCCCCCCCCCCCCNc1ccc(C(=O)Cl)cc1, CN(C)c1ccncc1, ClC(Cl)Cl, Cl, O, OCC=CCO. The product is CCCCCCCCCCCCCCCCNc1ccc(C(=O)OCC=CCO)cc1. As a reaction SMILES: [CH2:8]([CH2:9][CH2:10][CH2:11][CH2:12][CH2:13][CH2:14][CH2:15][CH2:16][CH2:17][CH2:18][CH2:19][CH2:20][CH2:21][CH2:22][CH3:23])[NH:24][c:25]1[cH:26][cH:27][c:28]([C:29](=[O:30])[Cl:31])[cH:32][cH:33]1.[CH3:38][N:39]([CH3:40])[c:41]1[cH:42][cH:43][n:44][cH:45][cH:46]1.[CH:34]([Cl:35])([Cl:36])[Cl:37].[ClH:7].[OH2:47].[OH:1][CH2:2][CH:3]=[CH:4][CH2:5][OH:6]>>[O:1]([CH2:2][CH:3]=[CH:4][CH2:5][OH:6])[C:29]([c:28]1[cH:27][cH:26][c:25]([NH:24][CH2:8][CH2:9][CH2:10][CH2:11][CH2:12][CH2:13][CH2:14][CH2:15][CH2:16][CH2:17][CH2:18][CH2:19][CH2:20][CH2:21][CH2:22][CH3:23])[cH:33][cH:32]1)=[O:30]. Starting materials: Cl, [Na+], C1COCCO1, [OH-], O, CCS(=O)(=O)N(C)c1nc(C(=O)OC)c(O)c2ncccc12. Yields the product CCS(=O)(=O)N(C)c1nc(C(=O)O)c(O)c2ncccc12. As a reaction SMILES: [ClH:25].[Na+:2].[O:27]1[CH2:28][CH2:29][O:30][CH2:31][CH2:32]1.[OH-:1].[OH2:26].[OH:3][c:4]1[c:5]([C:21](=[O:22])[O:23][CH3:24])[n:6][c:7]([N:14]([S:15](=[O:16])(=[O:17])[CH2:18][CH3:19])[CH3:20])[c:8]2[cH:9][cH:10][cH:11][n:12][c:13]12>>[OH:3][c:4]1[c:5]([C:21](=[O:22])[OH:23])[n:6][c:7]([N:14]([S:15](=[O:16])(=[O:17])[CH2:18][CH3:19])[CH3:20])[c:8]2[cH:9][cH:10][cH:11][n:12][c:13]12. The reactants are CCOCC, CNCc1cc2nc(Cl)nc(N3CCOCC3)c2s1, O=Cc1cccnc1. As a reaction SMILES: [CH3:28][CH2:29][O:30][CH2:31][CH3:32].[Cl:1][c:2]1[n:3][c:4]([N:14]2[CH2:15][CH2:16][O:17][CH2:18][CH2:19]2)[c:5]2[c:6]([n:7]1)[cH:8][c:9]([CH2:11][NH:12][CH3:13])[s:10]2.[n:20]1[cH:21][c:22]([CH:26]=[O:27])[cH:23][cH:24][cH:25]1>>[Cl:1][c:2]1[n:3][c:4]([N:14]2[CH2:15][CH2:16][O:17][CH2:18][CH2:19]2)[c:5]2[c:6]([n:7]1)[cH:8][c:9]([CH2:11][N:12]([CH3:13])[CH2:26][c:22]1[cH:21][n:20][cH:25][cH:24][cH:23]1)[s:10]2. The product is CN(Cc1cccnc1)Cc1cc2nc(Cl)nc(N3CCOCC3)c2s1. Starting materials: ClC1=NC=CC(=N1)C1=C(N=C2N1C=CC=C2)C=2C=CC(=C(C(=O)NC1=C(C=CC=C1F)F)C2)OCC (5-[3-(2-chloro-4-pyrimidinyl)imidazo[1,2-a]pyridin-2-yl]-N-(2,6-difluorophenyl)-2-(ethyloxy)benzamide), N (ammonia), C(C)C=1C(=CC(=C(N)C1)OCC)N1CCC(CC1)CCS(=O)(=O)C (5-ethyl-2-(ethyloxy)-4-{4-[2-(methylsulfonyl)ethyl]-1-piperidinyl}aniline), Cl (HCl), O1CCOCC1 (dioxane). Solvent: CO (MeOH), 1,1,1-trifluoroethanol. Run at temperature 180 celsius. The product is FC1=C(C(=CC=C1)F)NC(C1=C(C=CC(=C1)C=1N=C2N(C=CC=C2)C1C1=NC(=NC=C1)NC1=C(C=C(C(=C1)CC)N1CCC(CC1)CCS(=O)(=O)C)OCC)OCC)=O (N-(2,6-difluorophenyl)-5-(3-{2-[(5-ethyl-2-(ethyloxy)-4-{4-[2-(methylsulfonyl)ethyl]-1-piperidinyl}phenyl)amino]-4-pyrimidinyl}imidazo[1,2-a]pyridin-2-yl)-2-(ethyloxy)benzamide). Isolated yield 58.0%. RXN SMILES: Cl[C:2]1[N:7]=[C:6]([C:8]2[N:12]3[CH:13]=[CH:14][CH:15]=[CH:16][C:11]3=[N:10][C:9]=2[C:17]2[CH:18]=[CH:19][C:20]([O:34][CH2:35][CH3:36])=[C:21]([CH:33]=2)[C:22]([NH:24][C:25]2[C:30]([F:31])=[CH:29][CH:28]=[CH:27][C:26]=2[F:32])=[O:23])[CH:5]=[CH:4][N:3]=1.[CH2:37]([C:39]1[C:40]([N:49]2[CH2:54][CH2:53][CH:52]([CH2:55][CH2:56][S:57]([CH3:60])(=[O:59])=[O:58])[CH2:51][CH2:50]2)=[CH:41][C:42]([O:46][CH2:47][CH3:48])=[C:43]([CH:45]=1)[NH2:44])[CH3:38].Cl.O1CCOCC1.N>CO>[F:32][C:26]1[CH:27]=[CH:28][CH:29]=[C:30]([F:31])[C:25]=1[NH:24][C:22](=[O:23])[C:21]1[CH:33]=[C:17]([C:9]2[N:10]=[C:11]3[CH:16]=[CH:15][CH:14]=[CH:13][N:12]3[C:8]=2[C:6]2[CH:5]=[CH:4][N:3]=[C:2]([NH:44][C:43]3[CH:45]=[C:39]([CH2:37][CH3:38])[C:40]([N:49]4[CH2:50][CH2:51][CH:52]([CH2:55][CH2:56][S:57]([CH3:60])(=[O:59])=[O:58])[CH2:53][CH2:54]4)=[CH:41][C:42]=3[O:46][CH2:47][CH3:48])[N:7]=2)[CH:18]=[CH:19][C:20]=1[O:34][CH2:35][CH3:36]. Procedure: In a microwave vial with septum cap, 5-[3-(2-chloro-4-pyrimidinyl)imidazo[1,2-a]pyridin-2-yl]-N-(2,6-difluorophenyl)-2-(ethyloxy)benzamide (Intermediate Example 6) (0.148 g, 0.293 mmol) and 5-ethyl-2-(ethyloxy)-4-{4-[2-(methylsulfonyl)ethyl]-1-piperidinyl}aniline (0.104 g, 0.293 mmol) were taken up in 1,1,1-trifluoroethanol (1.5 mL) and 4M HCl in dioxane (0.147 mL, 0.587 mmol) was added. The vial was sealed and heated in the microwave at 180° C. for 40 min. Reaction was complete by MS, it was co...